This data is from the Open Reaction Database (ORD), a public repository of structured organic reaction records. The task is: describe an organic reaction: reactants, conditions, products, and yield Starting materials: O=C([O-])[O-], O=C(Cl)c1ccc(Cl)c(Cl)c1, [Na+], [Na+], [Na+], [OH-], O, O=C(O)C1CCCN1. Product: O=C(O)C1CCCN1C(=O)c1ccc(Cl)c(Cl)c1. RXN SMILES: [C:9](=[O:10])([O-:11])[O-:12].[Cl:17][c:18]1[cH:19][c:20]([C:21](=[O:22])[Cl:23])[cH:24][cH:25][c:26]1[Cl:27].[Na+:13].[Na+:14].[Na+:16].[OH-:15].[OH2:28].[OH:1][C:2](=[O:3])[CH:4]1[CH2:5][CH2:6][CH2:7][NH:8]1>>[OH:1][C:2](=[O:3])[CH:4]1[CH2:5][CH2:6][CH2:7][N:8]1[C:21]([c:20]1[cH:19][c:18]([Cl:17])[c:26]([Cl:27])[cH:25][cH:24]1)=[O:22]. Starting materials: ClC1=C2C=C(NC2=C(C=C1)OC1=C(C=CC=C1)[N+](=O)[O-])C(=O)N=C(NC)N (4-Chloro-1-methyl-7-(2-nitrophenoxy)-2-indoloylguanidine), Cl.CO (hydrogen chloride methanol). Product: Cl.ClC1=C2C=C(NC2=C(C=C1)OC1=C(C=CC=C1)[N+](=O)[O-])C(=O)N=C(NC)N (4-chloro-1-methyl-7-(2-nitrophenoxy)-2-indoloylguanidine hydrochloride). Reaction SMILES: [Cl:1][C:2]1[CH:10]=[CH:9][C:8]([O:11][C:12]2[CH:17]=[CH:16][CH:15]=[CH:14][C:13]=2[N+:18]([O-:20])=[O:19])=[C:7]2[C:3]=1[CH:4]=[C:5]([C:21]([N:23]=[C:24]([NH2:27])[NH:25][CH3:26])=[O:22])[NH:6]2.Cl.CO>>[ClH:1].[Cl:1][C:2]1[CH:10]=[CH:9][C:8]([O:11][C:12]2[CH:17]=[CH:16][CH:15]=[CH:14][C:13]=2[N+:18]([O-:20])=[O:19])=[C:7]2[C:3]=1[CH:4]=[C:5]([C:21]([N:23]=[C:24]([NH2:27])[NH:25][CH3:26])=[O:22])[NH:6]2 |f:1.2,3.4|. Procedure: 4-Chloro-1-methyl-7-(2-nitrophenoxy)-2-indoloylguanidine obtained as the intermediate in Example 188 was converted into the hydrochloride with hydrogen chloride/methanol to give 4-chloro-1-methyl-7-(2-nitrophenoxy)-2-indoloylguanidine hydrochloride.